describe an organic reaction: reactants, conditions, products, and yield From a dataset of the Open Reaction Database (ORD), a public repository of structured organic reaction records. Starting materials: CCCCC(=N)OC, CO, Cc1ccccc1, NCC(=O)O, [Na+], [OH-], O. Product: CCCCC(=N)NCC(=O)O. Reaction SMILES: [C:8]([CH2:9][CH2:10][CH2:11][CH3:12])([O:13][CH3:14])=[NH:15].[CH3:16][OH:17].[CH3:19][c:20]1[cH:21][cH:22][cH:23][cH:24][cH:25]1.[NH2:1][CH2:2][C:3]([OH:4])=[O:5].[Na+:7].[OH-:6].[OH2:18]>>[NH:1]([CH2:2][C:3]([OH:4])=[O:5])[C:8]([CH2:9][CH2:10][CH2:11][CH3:12])=[NH:15]. Starting materials: NC1=CC(=C(C=C1[N+](=O)[O-])C(F)(F)F)Cl (4-amino-2-chloro-5-nitrobenzotrifluoride), CC=1NC=CN1 (2-methylimidazole), O (water). Run in CN(C=O)C (N,N-dimethylformamide). Reaction conditions: time 30 hour. Product: NC1=CC(=C(C=C1[N+](=O)[O-])C(F)(F)F)N1C(=NC=C1)C (4-Amino-2-(2-methyl-1H-imidazol-1-yl)-5-nitrobenzotrifluoride). Isolated yield 61.9%. RXN SMILES: [NH2:1][C:2]1[C:7]([N+:8]([O-:10])=[O:9])=[CH:6][C:5]([C:11]([F:14])([F:13])[F:12])=[C:4](Cl)[CH:3]=1.[CH3:16][C:17]1[NH:18][CH:19]=[CH:20][N:21]=1.O>CN(C)C=O>[NH2:1][C:2]1[C:7]([N+:8]([O-:10])=[O:9])=[CH:6][C:5]([C:11]([F:14])([F:13])[F:12])=[C:4]([N:18]2[CH:19]=[CH:20][N:21]=[C:17]2[CH3:16])[CH:3]=1. Reported procedure: To a solution of 20.0 g (~83 mmol) 4-amino-2-chloro-5-nitrobenzotrifluoride in 50 ml dry N,N-dimethylformamide was added 30 g (~370 mmol) 2-methylimidazole, and stirring was continued at 180° C. for 30 h. The reaction mixture was poured into 400 ml water to give the title compound (14.7 g; 62%). M.p. 222°-225° C. The reactants are OCC1C(NC=2CCC(CC2C1)CC1=CC=C(C=C1)OC)=O (3,4,5,6,7,8-Hexahydro-3-hydroxymethyl-6-((4-methoxyphenyl)methyl)quinolin-2[1H]-one), C(=O)(C(F)(F)F)O (TFA), SiO2 EtOAc. Run in C(C)[SiH](CC)CC (triethylsilane). Product: OCC1C(NC2CCC(CC2C1)CC1=CC=C(C=C1)OC)=O (3,4,4a,5,6,7,8,8a-octahydro-3-hydroxymethyl-6-((4-methoxyphenyl)methyl)quinolin-2[1H]-one). Yield: 67.4%. As a reaction SMILES: [OH:1][CH2:2][CH:3]1[CH2:12][C:11]2[CH2:10][CH:9]([CH2:13][C:14]3[CH:19]=[CH:18][C:17]([O:20][CH3:21])=[CH:16][CH:15]=3)[CH2:8][CH2:7][C:6]=2[NH:5][C:4]1=[O:22].C(O)(C(F)(F)F)=O>C([SiH](CC)CC)C>[OH:1][CH2:2][CH:3]1[CH2:12][CH:11]2[CH:6]([CH2:7][CH2:8][CH:9]([CH2:13][C:14]3[CH:15]=[CH:16][C:17]([O:20][CH3:21])=[CH:18][CH:19]=3)[CH2:10]2)[NH:5][C:4]1=[O:22]. Reported procedure: 3,4,5,6,7,8-Hexahydro-3-hydroxymethyl-6-((4-methoxyphenyl)methyl)quinolin-2[1H]-one (6.75 g) (prepared according to Example 17) was suspended in triethylsilane (35 ml) and TFA (17.25) ml was added with rapid stirring. When tlc (SiO2 /EtOAc) showed no starting material remained, the stirring was stopped and the reaction mixture separated into two layers. The lower (TFA) layer was added to a saturated solution of sodium carbonate and this organic solution was extracted into dichloromethane, dried ... The reactants are C=C(C)c1cccc(Br)n1, CCCCCC, O=C1CCC(=O)N1Cl, c1ccccc1. Product: C=C(CCl)c1cccc(Br)n1. Reaction SMILES: [Br:1][c:2]1[n:3][c:4]([C:8](=[CH2:9])[CH3:10])[cH:5][cH:6][cH:7]1.[CH3:25][CH2:26][CH2:27][CH2:28][CH2:29][CH3:30].[Cl:11][N:12]1[C:13](=[O:14])[CH2:15][CH2:16][C:17]1=[O:18].[cH:19]1[cH:20][cH:21][cH:22][cH:23][cH:24]1>>[Br:1][c:2]1[n:3][c:4]([C:8](=[CH2:9])[CH2:10][Cl:11])[cH:5][cH:6][cH:7]1. Reactants: BrC1=C(C=CC(=C1)F)C1N=C(NC(=C1C(=O)OCC)CBr)C=1OC=CC1 (Ethyl 4-(2-bromo-4-fluorophenyl)-6-(bromomethyl)-2-(furan-2-yl)-1,4-dihydropyrimidine-5-carboxylate), N1C(COCC1)C(=O)O (morpholine-3-carboxylic acid). The product is BrC1=C(C=CC(=C1)F)C1C(=C(NC(=N1)C=1OC=CC1)CN1C(COCC1)C(=O)O)C(=O)OCC (4-((6-(2-bromo-4-fluorophenyl)-5-(ethoxycarbonyl)-2-(furan-2-yl)-3,6-dihydropyrimidin-4-yl)methyl)morpholine-3-carboxylic acid). The yield is 37.8%. As a reaction SMILES: [Br:1][C:2]1[CH:7]=[C:6]([F:8])[CH:5]=[CH:4][C:3]=1[CH:9]1[C:14]([C:15]([O:17][CH2:18][CH3:19])=[O:16])=[C:13]([CH2:20]Br)[NH:12][C:11]([C:22]2[O:23][CH:24]=[CH:25][CH:26]=2)=[N:10]1.[NH:27]1[CH2:32][CH2:31][O:30][CH2:29][CH:28]1[C:33]([OH:35])=[O:34]>>[Br:1][C:2]1[CH:7]=[C:6]([F:8])[CH:5]=[CH:4][C:3]=1[CH:9]1[N:10]=[C:11]([C:22]2[O:23][CH:24]=[CH:25][CH:26]=2)[NH:12][C:13]([CH2:20][N:27]2[CH2:32][CH2:31][O:30][CH2:29][CH:28]2[C:33]([OH:35])=[O:34])=[C:14]1[C:15]([O:17][CH2:18][CH3:19])=[O:16]. Procedure details: Ethyl 4-(2-bromo-4-fluorophenyl)-6-(bromomethyl)-2-(furan-2-yl)-1,4-dihydropyrimidine-5-carboxylate (0.74 g, 1.53 mmol) (The compound was synthesized according to the procedure as described in WO2010069147) was reacted with morpholine-3-carboxylic acid (0.2 g, 1.53 mmol) according to the procedure as described in Example 28 to give the title compound as a yellow solid (0.31 g, 38%). The compound was characterized by the following spectroscopic data: The reactants are NCC1=CN=C(S1)Cl (5-(aminomethyl)-2-chlorothiazole), COC(N[N+](=O)[O-])=N (O-methyl-N-nitroisourea), O.O.[Cl-].[Ca+2].[Cl-] (calcium chloride dihydrate), Cl (hydrochloric acid), [OH-].[Na+] (sodium hydroxide). The yield is 58.9%. RXN SMILES: [CH3:1][O:2][C:3](=[NH:8])[NH:4][N+:5]([O-:7])=[O:6].O.O.[Cl-].[Ca+2].[Cl-].Cl.N[CH2:16][C:17]1[S:21][C:20]([Cl:22])=[N:19][CH:18]=1.[OH-].[Na+]>O>[CH3:1][O:2][C:3](=[N:4][N+:5]([O-:7])=[O:6])[NH:8][CH2:16][C:17]1[S:21][C:20]([Cl:22])=[N:19][CH:18]=1 |f:1.2.3.4.5,8.9|. Product: COC(NCC1=CN=C(S1)Cl)=N[N+](=O)[O-] (O-methyl-N-(2-chloro-5-thiazolylmethyl)-N'-nitroisourea). Run at time 19 hour. The solvent is O (water). Procedure details: O-methyl-N-nitroisourea (2.0 g, 0.0168 mol) was added to water (40 ml) dissolving calcium chloride dihydrate (8.0 g). Then, 36% hydrochloric acid (1.5 ml, 0.0176 mol, 1.05 equivalents) was added, and 5-(aminomethyl)-2-chlorothiazole (2.5 g, 0.0168 mol, 1.00 equivalent) was added at 24° C. The mixture was adjusted to pH 7 with 30% aqueous sodium hydroxide solution. After 19 hours of stirring at room temperature, the resulting crystals were collected by filtration to provide 2.48 g (59.1% yield) o...